Task: describe an organic reaction: reactants, conditions, products, and yield. Dataset: the Open Reaction Database (ORD), a public repository of structured organic reaction records The reactants are CC(=O)OC1CSC(OC(C)=O)C(OC(C)=O)C1OC(C)=O, NCc1ccccc1. Product: CC(=O)OC1CSC(O)C(OC(C)=O)C1OC(C)=O. Reaction SMILES: [C:9](=[O:10])([CH3:11])[O:12][CH:13]1[CH:14]([O:15][C:16]([CH3:17])=[O:18])[CH:19]([O:20][C:21]([CH3:22])=[O:23])[CH:24]([O:25][C:26]([CH3:27])=[O:28])[CH2:29][S:30]1.[NH2:1][CH2:2][c:3]1[cH:4][cH:5][cH:6][cH:7][cH:8]1>>[OH:12][CH:13]1[CH:14]([O:15][C:16]([CH3:17])=[O:18])[CH:19]([O:20][C:21]([CH3:22])=[O:23])[CH:24]([O:25][C:26]([CH3:27])=[O:28])[CH2:29][S:30]1. Starting materials: N1(CCC[C@@H]2CCCC[C@H]12)C(=O)C1=CSC(=C1)C1CCNCC1 (cis-(octahydro-quinolin-1-yl)-(5-piperidin-4-yl-thiophen-3-yl)-methanone), C[Si](C)(C)N=C=O (trimethylsilylisocyanate), C[Si](C)(C)N=C=O (trimethylsilylisocyanate). The solvent is C(Cl)Cl (DCM), C(Cl)Cl (DCM). Reaction conditions: time 8 hour. Yields the product N1(CCC[C@@H]2CCCC[C@H]12)C(=O)C=1C=C(SC1)C1CCN(CC1)C(=O)N (cis-4-[4-(Octahydro-quinoline-1-carbonyl)-thiophen-2-yl]-piperidine-1-carboxylic acid amide). Isolated yield 23.3%. As a reaction SMILES: [N:1]1([C:11]([C:13]2[CH:17]=[C:16]([CH:18]3[CH2:23][CH2:22][NH:21][CH2:20][CH2:19]3)[S:15][CH:14]=2)=[O:12])[C@@H:10]2[C@@H:5]([CH2:6][CH2:7][CH2:8][CH2:9]2)[CH2:4][CH2:3][CH2:2]1.C[Si]([N:28]=[C:29]=[O:30])(C)C>C(Cl)Cl>[N:1]1([C:11]([C:13]2[CH:17]=[C:16]([CH:18]3[CH2:19][CH2:20][N:21]([C:29]([NH2:28])=[O:30])[CH2:22][CH2:23]3)[S:15][CH:14]=2)=[O:12])[C@@H:10]2[C@@H:5]([CH2:6][CH2:7][CH2:8][CH2:9]2)[CH2:4][CH2:3][CH2:2]1. Procedure details: To a solution of cis-(octahydro-quinolin-1-yl)-(5-piperidin-4-yl-thiophen-3-yl)-methanone (CC-033) (0.053 g, 0.16 mmol) in DCM (1 mL) was added trimethylsilylisocyanate (1.6 mmol). The mixture was stirred at room temperature overnight and then more trimethylsilylisocyanate (1.6 mmol) was added and the mixture stirred for a further 5 hours. The solution was diluted with DCM (10 mL) and washed with water. The resulting organic solution was dried and the solvent evaporated. The resulting oil was pu... Reactants: NC[C@H]1N(CCC[C@H]1C)C(=O)C1=C(C=CC(=C1)C)C=1C=NN(C1)C (((2S,3R)-2-(aminomethyl)-3-methylpiperidin-1-yl)(5-methyl-2-(1-methyl-1H-pyrazol-4-yl)phenyl)methanone), CC1=CC=C(C(=N1)C(=O)O)N1N=CC=N1 (6-methyl-3-(2H-1,2,3-triazol-2-yl)picolinic acid). Product: NC[C@H]1N(CCC[C@H]1C)C(=O)C1=NC(=CC=C1N1N=CC=N1)C (((2S,3R)-2-(Aminomethyl)-3-methylpiperidin-1-yl)(6-methyl-3-(2H-1,2,3-triazol-2-yl)pyridin-2-yl)methanone). As a reaction SMILES: [NH2:1][CH2:2][C@@H:3]1[C@H:8]([CH3:9])[CH2:7][CH2:6][CH2:5][N:4]1C(C1C=C(C)C=CC=1C1C=NN(C)C=1)=O.[CH3:25][C:26]1[N:31]=[C:30]([C:32]([OH:34])=O)[C:29]([N:35]2[N:39]=[CH:38][CH:37]=[N:36]2)=[CH:28][CH:27]=1>>[NH2:1][CH2:2][C@@H:3]1[C@H:8]([CH3:9])[CH2:7][CH2:6][CH2:5][N:4]1[C:32]([C:30]1[C:29]([N:35]2[N:39]=[CH:38][CH:37]=[N:36]2)=[CH:28][CH:27]=[C:26]([CH3:25])[N:31]=1)=[O:34]. Procedure details: The title compound was prepared following the same general protocol as described for ((2S,3R)-2-(aminomethyl)-3-methylpiperidin-1-yl)(5-methyl-2-(1-methyl-1H-pyrazol-4-yl)phenyl)methanone in Example A1, using 6-methyl-3-(2H-1,2,3-triazol-2-yl)picolinic acid. ESI-MS (m/z): 315 [M+1]+. The reactants are C(C)OC(C1=C(C=C(C=C1)OC1=NC=CC=C1)C)=O (2-methyl-4-(pyridin-2-yloxy)-benzoic acid ethyl ester), C1CC(=O)N(C1=O)Br (NBS). Reagents/catalysts: C(=O)(C1=CC=CC=C1)OOC(=O)C1=CC=CC=C1 (BzOOBz). Solvent: C(Cl)(Cl)(Cl)Cl (CCl4). Product: C(C)OC(C1=C(C=C(C=C1)OC1=NC=CC=C1)CBr)=O (2-Bromomethyl-4-(pyridin-2-yloxy)-benzoic acid ethyl ester). Yield: 123.7%. As a reaction SMILES: [CH2:1]([O:3][C:4](=[O:19])[C:5]1[CH:10]=[CH:9][C:8]([O:11][C:12]2[CH:17]=[CH:16][CH:15]=[CH:14][N:13]=2)=[CH:7][C:6]=1[CH3:18])[CH3:2].C1C(=O)N([Br:27])C(=O)C1>C(Cl)(Cl)(Cl)Cl.C(OOC(C1C=CC=CC=1)=O)(C1C=CC=CC=1)=O>[CH2:1]([O:3][C:4](=[O:19])[C:5]1[CH:10]=[CH:9][C:8]([O:11][C:12]2[CH:17]=[CH:16][CH:15]=[CH:14][N:13]=2)=[CH:7][C:6]=1[CH2:18][Br:27])[CH3:2]. Procedure details: A mixture of 2-methyl-4-(pyridin-2-yloxy)-benzoic acid ethyl ester (529 mg), NBS (440 mg), and BzOOBz (25 mg) in CCl4 (10 mL) was refluxed for 6 h; then cooled, solids were filtered off, filtrate was concentrated to give crude product (855 mg). 1H NMR in CDCl3, δ in ppm: 8.2-7.6 (m, 4H), 7.1-6.95 (m, 3H), 4.94 (s, 2H), 4.39 (q, 2H, J=7.0 Hz), 1.41 (t, 3H, J=7.0 Hz). The reactants are SC1=C(C#N)C(=CC=C1)C (2-mercapto-6-methylbenzonitrile), BrBr (bromine). Solvent: C(C)(=O)OCC (ethyl acetate). Conditions: temperature 0 celsius, time 3 hour. Product: BrC1=NSC2=C1C(=CC=C2)C (3-bromo-4-methylbenzo[d]isothiazole). The yield is 179.3%. Reaction SMILES: [SH:1][C:2]1[CH:9]=[CH:8][CH:7]=[C:6]([CH3:10])[C:3]=1[C:4]#[N:5].[Br:11]Br>C(OCC)(=O)C>[Br:11][C:4]1[C:3]2[C:6]([CH3:10])=[CH:7][CH:8]=[CH:9][C:2]=2[S:1][N:5]=1. Reported procedure: To a solution of 2-mercapto-6-methylbenzonitrile (1.00 g, 6.71 mmol) in ethyl acetate (10 mL), bromine (1.05 g, 6.60 mmol) was added dropwise at 0° C. The reaction mixture was allowed to stir at 0° C. for 3 h. The reaction mixture was then allowed to warm to room temperature, followed by heating at reflux for 3 h. The reaction mixture was concentrated under reduced pressure. Crystallization of the crude mixture with hexanes gave 3-bromo-4-methylbenzo[d]isothiazole (2.7 g), which was carried forw... Yield: 40.4%. Procedure details: To a solution of N-{3-[(2-aminoimidazo[1,2-a]pyridin-6-yl)oxy]phenyl}-6-methylpyridine-2-carboxamide (300 mg, 0.835 mmol) in N,N-dimethylacetamide (5 mL) was added propionyl chloride (72.6 μL, 0.836 mmol), and the mixture was stirred at room temperature for 10 hr. The reaction mixture was diluted with aqueous sodium hydrogen carbonate solution and extracted with ethyl acetate. The organic layer was washed with aqueous sodium hydrogen carbonate solution and saturated brine, dried over anhydrous m... Conditions: time 10 hour. Starting materials: NC=1N=C2N(C=C(C=C2)OC=2C=C(C=CC2)NC(=O)C2=NC(=CC=C2)C)C1 (N-{3-[(2-aminoimidazo[1,2-a]pyridin-6-yl)oxy]phenyl}-6-methylpyridine-2-carboxamide), C(CC)(=O)Cl (propionyl chloride). Solvent: C(O)([O-])=O.[Na+] (sodium hydrogen carbonate), CN(C(C)=O)C (N,N-dimethylacetamide). The product is CC1=CC=CC(=N1)C(=O)NC1=CC(=CC=C1)OC=1C=CC=2N(C1)C=C(N2)NC(CC)=O (6-methyl-N-(3-{[2-(propanoylamino)imidazo[1,2-a]pyridin-6-yl]oxy}phenyl)pyridine-2-carboxamide). RXN SMILES: [NH2:1][C:2]1[N:3]=[C:4]2[CH:9]=[CH:8][C:7]([O:10][C:11]3[CH:12]=[C:13]([NH:17][C:18]([C:20]4[CH:25]=[CH:24][CH:23]=[C:22]([CH3:26])[N:21]=4)=[O:19])[CH:14]=[CH:15][CH:16]=3)=[CH:6][N:5]2[CH:27]=1.[C:28](Cl)(=[O:31])[CH2:29][CH3:30]>CN(C)C(=O)C.C(=O)([O-])O.[Na+]>[CH3:26][C:22]1[N:21]=[C:20]([C:18]([NH:17][C:13]2[CH:14]=[CH:15][CH:16]=[C:11]([O:10][C:7]3[CH:8]=[CH:9][C:4]4[N:5]([CH:27]=[C:2]([NH:1][C:28](=[O:31])[CH2:29][CH3:30])[N:3]=4)[CH:6]=3)[CH:12]=2)=[O:19])[CH:25]=[CH:24][CH:23]=1 |f:3.4|. Starting materials: CO, CCOC(=O)C(O)C(Cc1ccccc1)NC(=O)c1cccnc1-n1ccc(-c2ccc(F)cc2)n1, C1CCOC1, O. Product: O=C(NC(Cc1ccccc1)C(O)C(=O)O)c1cccnc1-n1ccc(-c2ccc(F)cc2)n1. As a reaction SMILES: [CH3:42][OH:43].[F:1][c:2]1[cH:3][cH:4][c:5](-[c:8]2[n:9][n:10](-[c:13]3[c:14]([C:15](=[O:16])[NH:17][CH:18]([CH:19]([C:20](=[O:21])[O:22][CH2:23][CH3:24])[OH:25])[CH2:26][c:27]4[cH:28][cH:29][cH:30][cH:31][cH:32]4)[cH:33][cH:34][cH:35][n:36]3)[cH:11][cH:12]2)[cH:6][cH:7]1.[O:37]1[CH2:38][CH2:39][CH2:40][CH2:41]1.[OH2:44]>>[F:1][c:2]1[cH:3][cH:4][c:5](-[c:8]2[n:9][n:10](-[c:13]3[c:14]([C:15](=[O:16])[NH:17][CH:18]([CH:19]([C:20](=[O:21])[OH:22])[OH:25])[CH2:26][c:27]4[cH:28][cH:29][cH:30][cH:31][cH:32]4)[cH:33][cH:34][cH:35][n:36]3)[cH:11][cH:12]2)[cH:6][cH:7]1. Starting materials: COc1cnc(-c2c(-c3ccc(Cl)cc3)c(C)n[nH]c2=O)c(Cl)c1, O=P(Cl)(Cl)Cl. Product: COc1cnc(-c2c(Cl)nnc(C)c2-c2ccc(Cl)cc2)c(Cl)c1. As a reaction SMILES: [Cl:1][c:2]1[cH:3][cH:4][c:5](-[c:8]2[c:9](-[c:16]3[n:17][cH:18][c:19]([O:23][CH3:24])[cH:20][c:21]3[Cl:22])[c:10](=[O:15])[nH:11][n:12][c:13]2[CH3:14])[cH:6][cH:7]1.[P:25]([Cl:26])([Cl:27])([Cl:28])=[O:29]>>[Cl:1][c:2]1[cH:3][cH:4][c:5](-[c:8]2[c:9](-[c:16]3[n:17][cH:18][c:19]([O:23][CH3:24])[cH:20][c:21]3[Cl:22])[c:10]([Cl:27])[n:11][n:12][c:13]2[CH3:14])[cH:6][cH:7]1.